describe an organic reaction: reactants, conditions, products, and yield From a dataset of the Open Reaction Database (ORD), a public repository of structured organic reaction records. The reactants are COc1ccc(N)c([N+](=O)[O-])c1, CCO, Cl, [I-], [K+], O=N[O-], [Na+], O. Product: COc1ccc(I)c([N+](=O)[O-])c1. Reaction SMILES: [CH3:1][O:2][c:3]1[cH:4][cH:5][c:6]([NH2:7])[c:8]([N+:10]([O-:11])=[O:12])[cH:9]1.[CH3:21][CH2:22][OH:23].[ClH:13].[I-:19].[K+:18].[N:14]([O-:15])=[O:16].[Na+:17].[OH2:20]>>[CH3:1][O:2][c:3]1[cH:4][cH:5][c:6]([I:19])[c:8]([N+:10]([O-:11])=[O:12])[cH:9]1. The reactants are O=C([O-])[O-], NCCN, CS(=O)(=O)OCC1CCCO1, CCOC(C)=O, [I-], [K+], [K+], [Na+]. The product is NCCNCC1CCCO1. RXN SMILES: [C:16](=[O:17])([O-:18])[O-:19].[CH2:12]([CH2:13][NH2:14])[NH2:15].[CH3:1][S:2]([O:3][CH2:6][CH:7]1[O:8][CH2:9][CH2:10][CH2:11]1)(=[O:4])=[O:5].[CH3:24][CH2:25][O:26][C:27](=[O:28])[CH3:29].[I-:23].[K+:20].[K+:21].[Na+:22]>>[CH2:6]([CH:7]1[O:8][CH2:9][CH2:10][CH2:11]1)[NH:14][CH2:13][CH2:12][NH2:15]. The reactants are BrCC1=CC=CC=C1 (bromomethylbenzene), [C-]#N.[Na+] (NaCN). The product is C(C1=CC=CC=C1)C1=CC=C(C=C1)CC#N (4-benzyl-l-cyanomethylbenzene), C(C1=CC=CC=C1)C=1C=C(C=CC1)CC#N (3-benzyl-1-cyanomethylbenzene). Isolated yield 9.2%. Reaction SMILES: Br[CH2:2][C:3]1[CH:8]=[CH:7][CH:6]=[CH:5][CH:4]=1.[C-:9]#[N:10].[Na+]>>[CH2:2]([C:6]1[CH:7]=[CH:8][C:3]([CH2:2][C:9]#[N:10])=[CH:4][CH:5]=1)[C:3]1[CH:8]=[CH:7][CH:6]=[CH:5][CH:4]=1.[CH2:2]([C:5]1[CH:4]=[C:3]([CH2:2][C:9]#[N:10])[CH:8]=[CH:7][CH:6]=1)[C:3]1[CH:8]=[CH:7][CH:6]=[CH:5][CH:4]=1 |f:1.2|. Procedure: The crude bromomethylbenzene intermediate (19.6 g, 75 mmole) was treated with NaCN as in Example 2 and, after chromatography over silica gel (10 to 100% EtOAc in hexane), 5.2 g (33%) of 4-benzyl-l-cyanomethylbenzene and 1.43 g (9.2%) of 3-benzyl-1-cyanomethylbenzene were obtained, both as oils. The reactants are ClCCl, CN(C)C=O, COc1cc(C(CC2CCCC2)C(=O)O)ccc1S(C)(=O)=O, [Cl-], O=C(Cl)C(=O)Cl, CC(C)(O)Cn1ccc(N)n1, Cc1cccc(C)n1. Yields the product COc1cc(C(CC2CCCC2)C(=O)Nc2ccn(CC(C)(C)O)n2)ccc1S(C)(=O)=O. As a reaction SMILES: [CH2:49]([Cl:50])[Cl:51].[CH3:52][N:53]([CH3:54])[CH:55]=[O:56].[CH:1]1([CH2:6][CH:7]([C:8](=[O:9])[OH:10])[c:11]2[cH:12][c:13]([O:21][CH3:22])[c:14]([S:17](=[O:18])(=[O:19])[CH3:20])[cH:15][cH:16]2)[CH2:2][CH2:3][CH2:4][CH2:5]1.[Cl-:48].[Cl:23][C:24]([C:25]([Cl:26])=[O:27])=[O:28].[NH2:29][c:30]1[n:31][n:32]([CH2:35][C:36]([CH3:37])([OH:38])[CH3:39])[cH:33][cH:34]1.[n:40]1[c:41]([CH3:42])[cH:43][cH:44][cH:45][c:46]1[CH3:47]>>[CH:1]1([CH2:6][CH:7]([C:8](=[O:10])[NH:29][c:30]2[n:31][n:32]([CH2:35][C:36]([CH3:37])([OH:38])[CH3:39])[cH:33][cH:34]2)[c:11]2[cH:12][c:13]([O:21][CH3:22])[c:14]([S:17](=[O:18])(=[O:19])[CH3:20])[cH:15][cH:16]2)[CH2:2][CH2:3][CH2:4][CH2:5]1.